This data is from the Open Reaction Database (ORD), a public repository of structured organic reaction records. The task is: describe an organic reaction: reactants, conditions, products, and yield Reactants: CCN(CC)S(F)(F)F, ClCCl, CC(C)(C)OC(=O)N1C(CC2(O)CCCCC2)COC1(C)C, O=C(OO)c1cccc(Cl)c1. The product is CC(C)(C)OC(=O)N1C(CC2(F)CCCCC2)COC1(C)C. RXN SMILES: [CH2:23]([N:24]([S:25]([F:26])([F:27])[F:29])[CH2:28][CH3:30])[CH3:31].[Cl:43][CH2:44][Cl:45].[OH:1][C:2]1([CH2:8][CH:9]2[N:10]([C:16](=[O:17])[O:18][C:19]([CH3:20])([CH3:21])[CH3:22])[C:11]([CH3:14])([CH3:15])[O:12][CH2:13]2)[CH2:3][CH2:4][CH2:5][CH2:6][CH2:7]1.[OH:32][O:33][C:34]([c:35]1[cH:36][c:37]([Cl:38])[cH:39][cH:40][cH:41]1)=[O:42]>>[C:2]1([CH2:8][CH:9]2[N:10]([C:16](=[O:17])[O:18][C:19]([CH3:20])([CH3:21])[CH3:22])[C:11]([CH3:14])([CH3:15])[O:12][CH2:13]2)([F:29])[CH2:3][CH2:4][CH2:5][CH2:6][CH2:7]1. The reactants are COCCl, CS(C)=O, [H-], [Na+], O, N#CCc1ccccn1. Yields the product COCC(C#N)c1ccccn1. As a reaction SMILES: [CH3:12][O:13][CH2:14][Cl:15].[CH3:17][S:18]([CH3:19])=[O:20].[H-:10].[Na+:11].[OH2:16].[n:1]1[c:2]([CH2:7][C:8]#[N:9])[cH:3][cH:4][cH:5][cH:6]1>>[n:1]1[c:2]([CH:7]([C:8]#[N:9])[CH2:14][O:13][CH3:12])[cH:3][cH:4][cH:5][cH:6]1. Reactants: CC(=O)Nc1nc(CN2CCC(c3c[nH]c4ccccc34)CC2)cs1, CCO, Cl. Yields the product Nc1nc(CN2CCC(c3c[nH]c4ccccc34)CC2)cs1. RXN SMILES: [C:1](=[O:2])([CH3:3])[NH:4][c:5]1[s:6][cH:7][c:8]([CH2:10][N:11]2[CH2:12][CH2:13][CH:14]([c:17]3[cH:18][nH:19][c:20]4[cH:21][cH:22][cH:23][cH:24][c:25]34)[CH2:15][CH2:16]2)[n:9]1.[CH3:26][CH2:27][OH:28].[ClH:29]>>[NH2:4][c:5]1[s:6][cH:7][c:8]([CH2:10][N:11]2[CH2:12][CH2:13][CH:14]([c:17]3[cH:18][nH:19][c:20]4[cH:21][cH:22][cH:23][cH:24][c:25]34)[CH2:15][CH2:16]2)[n:9]1. Reactants: NN1C2=C(C(=C(C1=O)C1=NS(C3=C(N1)C=CC=C3)(=O)=O)O)SC=C2 (4-amino-6-(1,1-dioxido-4H-1,2,4-benzothiadiazin-3-yl)-7-hydroxythieno[3,2-b]pyridin 5(4H)-one), CC1=CC=C(C=O)C=C1 (4-methylbenzaldehyde). Solvent: CN(C(C)=O)C (N,N-dimethylacetamide). Run at temperature 25 celsius. Product: O=S1(N=C(NC2=C1C=CC=C2)C2=C(C1=C(N(C2=O)N=CC2=CC=C(C=C2)C)C=CS1)O)=O (6-(1,1-dioxido-4H-1,2,4-benzothiadiazin-3-yl)-7-hydroxy-4-{[(4-methylphenyl)methylene]amino}thieno[3,2-b]pyridin-5(4 h)-one). Yield: 79.7%. Reaction SMILES: [NH2:1][N:2]1[C:7](=[O:8])[C:6]([C:9]2[NH:14][C:13]3[CH:15]=[CH:16][CH:17]=[CH:18][C:12]=3[S:11](=[O:20])(=[O:19])[N:10]=2)=[C:5]([OH:21])[C:4]2[S:22][CH:23]=[CH:24][C:3]1=2.[CH3:25][C:26]1[CH:33]=[CH:32][C:29]([CH:30]=O)=[CH:28][CH:27]=1>CN(C)C(=O)C>[O:19]=[S:11]1(=[O:20])[C:12]2[CH:18]=[CH:17][CH:16]=[CH:15][C:13]=2[NH:14][C:9]([C:6]2[C:7](=[O:8])[N:2]([N:1]=[CH:25][C:26]3[CH:33]=[CH:32][C:29]([CH3:30])=[CH:28][CH:27]=3)[C:3]3[CH:24]=[CH:23][S:22][C:4]=3[C:5]=2[OH:21])=[N:10]1. Procedure details: The product of Example 268D (0.10 g, 0.27 mmol) was reacted with 4-methylbenzaldehyde (0.5 g, 4.2 mmol) in N,N-dimethylacetamide (3 mL) in a sealed tube at 135° C. for 60 minutes in a microwave reactor. The reaction was cooled to 25° C. and concentrated under vacuum. The resulting residue was triturated with diethyl ether and filtered to give the title compound (0.10 g, 81%). Starting materials: C(C)(C)(C)OC(=O)NC(C(=O)O)C(C)(C)C (2-(tert-butoxycarbonylamino)-3,3-dimethylbutanoic acid), CCN=C=NCCCN(C)C (EDCI), Cl.CNOC (N,O-dimethylhydroxylamine hydrochloride), CCN(C(C)C)C(C)C (DIPEA). Run in C(Cl)Cl (DCM), C(Cl)Cl (DCM), C(Cl)Cl (DCM). Run at time 10 minute. The product is CON(C(C(C(C)(C)C)NC(OC(C)(C)C)=O)=O)C (tert-butyl 1-(methoxy(methyl)amino)-3,3-dimethyl-1-oxobutan-2-ylcarbamate). Yield: 78.6%. Reaction SMILES: [C:1]([O:5][C:6]([NH:8][CH:9]([C:13]([CH3:16])([CH3:15])[CH3:14])[C:10]([OH:12])=O)=[O:7])([CH3:4])([CH3:3])[CH3:2].CCN=C=NCCCN(C)C.Cl.[CH3:29][NH:30][O:31][CH3:32].CCN(C(C)C)C(C)C>C(Cl)Cl>[CH3:32][O:31][N:30]([CH3:29])[C:10](=[O:12])[CH:9]([NH:8][C:6](=[O:7])[O:5][C:1]([CH3:2])([CH3:3])[CH3:4])[C:13]([CH3:16])([CH3:15])[CH3:14] |f:2.3|. Procedure: To a solution of 2-(tert-butoxycarbonylamino)-3,3-dimethylbutanoic acid (CAS 102185-35-3, 500 mg, 2.16 mmol) in DCM (5 mL) was added EDCI (CAS 25952-53-8, 497 mg, 2.59 mmol) and stirred for 10 min at rt. A solution of N,O-dimethylhydroxylamine hydrochloride (CAS 6638-79-5, 253 mg, 2.59 mmol) and DIPEA (0.429 mL, 2.59 mmol) in DCM (5 mL) was added and the reaction mixture was left to stir at rt over a weekend. The mixture was diluted with DCM (30 mL) and extracted with saturated aq NaHCO3 (50 mL)... Reactants: N1C(=NC2=C1C=CC=C2)C(=O)C2=CC=C(OC=1C(=NC=CN1)C(=O)OCC)C=C2 (ethyl 3-(4-(1H-benzo[d]imidazole-2 carbonyl)phenoxy)pyrazine-2-carboxylate), [OH-].[Na+] (NaOH). Solvent: CO (methanol), O (water). Product: N1C(=NC2=C1C=CC=C2)C(=O)C2=CC=C(OC=1C(=NC=CN1)C(=O)NCCC1=CC=CC=C1)C=C2 (3-(4-(1H-BENZO[D]IMIDAZOLE-2-CARBONYL)PHENOXY)-N-PHENETHYLPYRAZINE-2-CARBOXAMIDE). RXN SMILES: [NH:1]1[C:5]2[CH:6]=[CH:7][CH:8]=[CH:9][C:4]=2[N:3]=[C:2]1[C:10]([C:12]1[CH:29]=[CH:28][C:15]([O:16][C:17]2[C:18]([C:23]([O:25]CC)=O)=[N:19][CH:20]=[CH:21][N:22]=2)=[CH:14][CH:13]=1)=[O:11].[OH-].[Na+]>CO.O>[NH:1]1[C:5]2[CH:6]=[CH:7][CH:8]=[CH:9][C:4]=2[N:3]=[C:2]1[C:10]([C:12]1[CH:13]=[CH:14][C:15]([O:16][C:17]2[C:18]([C:23]([NH:1][CH2:2][CH2:10][C:12]3[CH:29]=[CH:28][CH:15]=[CH:14][CH:13]=3)=[O:25])=[N:19][CH:20]=[CH:21][N:22]=2)=[CH:28][CH:29]=1)=[O:11] |f:1.2|. Procedure: To the solution of ethyl 3-(4-(1H-benzo[d]imidazole-2 carbonyl)phenoxy)pyrazine-2-carboxylate (30 g, 77 mmol) in methanol (250 mL) was added aqueous NaOH solution (4.62 g, 115 mmol) in 50 mL of water. The reaction mixture was heated to reflux for 1 h. The reaction mixture was concentrated then diluted with water. The aqueous layer was washed with ethyl acetate and then acidified by addition of 2N HCl to pH 6. The precipitate was collected by filtration, dried to give the title compound as a ligh... Starting materials: ClC1=C(C(=O)OCC)C=C(C=C1)N1CC(CC1)NC(=O)OC(C)(C)C ((+/−)-2-chloro-5-[3-[[(1,1-dimethylethoxy)carbonyl]amino]-1-pyrrolidinyl]-benzoic acid, ethyl ester), C(C)O.O (ethanol water), O1CCCC1 (tetrahydrofuran), O.[OH-].[Li+] (lithium hydroxide monohydrate), solution. Solvent: O (water). Product: ClC1=C(C(=O)O)C=C(C=C1)N1CC(CC1)NC(=O)OC(C)(C)C ((+/−)-2-Chloro-5-[3-[[(1,1-dimethylethoxy)carbonyl]amino]-1-pyrrolidinyl]-benzoic acid). Yield: 99.6%. As a reaction SMILES: [Cl:1][C:2]1[CH:12]=[CH:11][C:10]([N:13]2[CH2:17][CH2:16][CH:15]([NH:18][C:19]([O:21][C:22]([CH3:25])([CH3:24])[CH3:23])=[O:20])[CH2:14]2)=[CH:9][C:3]=1[C:4]([O:6]CC)=[O:5].O.[OH-].[Li+].C(O)C.O.O1CCCC1>O>[Cl:1][C:2]1[CH:12]=[CH:11][C:10]([N:13]2[CH2:17][CH2:16][CH:15]([NH:18][C:19]([O:21][C:22]([CH3:25])([CH3:24])[CH3:23])=[O:20])[CH2:14]2)=[CH:9][C:3]=1[C:4]([OH:6])=[O:5] |f:1.2.3,4.5|. Procedure: Prepared as described in Example 5b) using (+/−)-2-chloro-5-[3-[[(1,1-dimethylethoxy)carbonyl]amino]-1-pyrrolidinyl]-benzoic acid, ethyl ester (Example 7a, 0.25 g), lithium hydroxide monohydrate (1.36 ml of a 3M solution in water), 1:1 ethanol/water (7 ml) and tetrahydrofuran (1 ml) to give the subtitle compound as a solid (0.23 g).